This data is from the Open Reaction Database (ORD), a public repository of structured organic reaction records. The task is: describe an organic reaction: reactants, conditions, products, and yield Starting materials: ClCC(=O)C1=C2C=CC(NC2=C(C=C1)OC)=O (5-Chloroacetyl-8-methoxycarbostyril), NC1=NC=CC(=C1)C (2-amino-4-picoline), ice water. The solvent is C(C)#N (acetonitrile). Product: Cl.CC1=CC=2N(C=C1)C=C(N2)C2=C1C=CC(NC1=C(C=C2)OC)=O (5-(7-methylimidazo[1,2-a]pyridine-2-yl)-8-methoxycarbostyril monohydrochloride). Yield: 58.9%. Reaction SMILES: [Cl:1][CH2:2][C:3]([C:5]1[CH:14]=[CH:13][C:12]([O:15][CH3:16])=[C:11]2[C:6]=1[CH:7]=[CH:8][C:9](=[O:17])[NH:10]2)=O.[NH2:18][C:19]1[CH:24]=[C:23]([CH3:25])[CH:22]=[CH:21][N:20]=1>C(#N)C>[ClH:1].[CH3:25][C:23]1[CH:22]=[CH:21][N:20]2[CH:2]=[C:3]([C:5]3[CH:14]=[CH:13][C:12]([O:15][CH3:16])=[C:11]4[C:6]=3[CH:7]=[CH:8][C:9](=[O:17])[NH:10]4)[N:18]=[C:19]2[CH:24]=1 |f:3.4|. Reported procedure: 5-Chloroacetyl-8-methoxycarbostyril (5 g), 2-amino-4-picoline (6.45 g) and acetonitrile (40 ml) were reacted with refluxing for 3 hours, and the reaction mixture was cooled with ice water. Crystals which formed were collected by filtration. The crystals were suspended in acetone-methanol and the suspension was adjusted to pH of about 1 by the addition of concentrated hydrochloric acid. Crystals which formed were collected by filtration and recrystallized from methanol to give 4.0 g of 5-(7-methy...